This data is from the Open Reaction Database (ORD), a public repository of structured organic reaction records. The task is: describe an organic reaction: reactants, conditions, products, and yield Reactants: poly(hexamethylene adipamide), C(CCCCC(=O)O)(=O)O (adipic acid), NCCCCCCN (hexamethylenediamine). Solvent: O (water). Product: C(CCCCC(=O)O)(=O)O.NCCCCCCN (hexamethylenediamine adipate). RXN SMILES: [C:1]([OH:10])(=[O:9])[CH2:2][CH2:3][CH2:4][CH2:5][C:6]([OH:8])=[O:7].[NH2:11][CH2:12][CH2:13][CH2:14][CH2:15][CH2:16][CH2:17][NH2:18]>O>[C:1]([OH:10])(=[O:9])[CH2:2][CH2:3][CH2:4][CH2:5][C:6]([OH:8])=[O:7].[NH2:11][CH2:12][CH2:13][CH2:14][CH2:15][CH2:16][CH2:17][NH2:18] |f:3.4|. Procedure: Thus, in the manufacture of poly(hexamethylene adipamide), adipic acid is mixed with hexamethylenediamine in water to produce a hexamethylenediamine adipate better known under the name of Nylon salt or “N Salt”. The reactants are CC(C)(C)C(=O)Cl, O=C([O-])O, CN(C)c1ccncc1, CCOC(C)=O, [Na+], CCOC(=O)c1nc(C)c2c(-c3ccc(OC)cc3)noc2c1O, c1ccncc1. The product is CCOC(=O)c1nc(C)c2c(-c3ccc(OC)cc3)noc2c1OC(=O)C(C)(C)C. Reaction SMILES: [C:31]([C:32]([CH3:33])([CH3:34])[CH3:35])(=[O:36])[Cl:37].[C:38](=[O:39])([OH:40])[O-:41].[CH3:43][N:44]([c:45]1[cH:46][cH:47][n:48][cH:49][cH:50]1)[CH3:51].[CH3:52][CH2:53][O:54][C:55]([CH3:56])=[O:57].[Na+:42].[OH:1][c:2]1[c:3]2[c:4]([c:5]([CH3:13])[n:6][c:7]1[C:8](=[O:9])[O:10][CH2:11][CH3:12])[c:14](-[c:17]1[cH:18][cH:19][c:20]([O:23][CH3:24])[cH:21][cH:22]1)[n:15][o:16]2.[cH:25]1[cH:26][cH:27][n:28][cH:29][cH:30]1>>[O:1]([c:2]1[c:3]2[c:4]([c:5]([CH3:13])[n:6][c:7]1[C:8](=[O:9])[O:10][CH2:11][CH3:12])[c:14](-[c:17]1[cH:18][cH:19][c:20]([O:23][CH3:24])[cH:21][cH:22]1)[n:15][o:16]2)[C:31]([C:32]([CH3:33])([CH3:34])[CH3:35])=[O:36]. The reactants are NC(CNC(=O)C1=NC(=C2N=CN(C2=N1)[C@H]1[C@@H]([C@@H]([C@H](C1)N1N=CC(=C1)CO)O)O)NCC(C1=CC=CC=C1)C1=CC=CC=C1)(C)C (9-[(1R,2S,3R,4S)-2,3-dihydroxy-4-(4-hydroxymethyl-pyrazol-1-yl)-cyclopentyl]-6-(2,2-diphenyl-ethylamino)-9H-purine-2-carboxylic acid (2-amino-2-methyl-propyl)-amide), FC(C(=O)O)(F)F.C(C)NC(NCCCNC(=O)C1=NC(=C2N=CN(C2=N1)[C@H]1[C@@H]([C@@H]([C@H](C1)N1N=CC(=C1)CO)O)O)NCC(C1=CC=CC=C1)C1=CC=CC=C1)=O (9-[(1R,2S,3R,4S)-2,3-dihydroxy-4-(4-hydroxymethyl-pyrazol-1-yl)-cyclopentyl]-6-(2,2-diphenyl-ethylamino)-9H-purine-2-carboxylic acid [3-(3-ethyl-ureido)-propyl]-amide trifluoroacetate). Yields the product FC(C(=O)O)(F)F.C(C)NC(NC(CNC(=O)C1=NC(=C2N=CN(C2=N1)[C@H]1[C@@H]([C@@H]([C@H](C1)N1N=CC(=C1)CO)O)O)NCC(C1=CC=CC=C1)C1=CC=CC=C1)(C)C)=O (9-[(1R,2S,3R,4S)-2,3-Dihydroxy-4-(4-hydroxymethyl-pyrazol-1-yl)-cyclopentyl]-6-(2,2-diphenyl-ethylamino)-9H-purine-2-carboxylic acid [2-(3-ethyl-ureido)-2-methyl-propyl]-amide trifluoroacetate). Reaction SMILES: [NH2:1][C:2]([CH3:46])([CH3:45])[CH2:3][NH:4][C:5]([C:7]1[N:15]=[C:14]2[C:10]([N:11]=[CH:12][N:13]2[C@@H:16]2[CH2:20][C@H:19]([N:21]3[CH:25]=[C:24]([CH2:26][OH:27])[CH:23]=[N:22]3)[C@@H:18]([OH:28])[C@H:17]2[OH:29])=[C:9]([NH:30][CH2:31][CH:32]([C:39]2[CH:44]=[CH:43][CH:42]=[CH:41][CH:40]=2)[C:33]2[CH:38]=[CH:37][CH:36]=[CH:35][CH:34]=2)[N:8]=1)=[O:6].[F:47][C:48]([F:53])([F:52])[C:49]([OH:51])=[O:50].[CH2:54]([NH:56][C:57](=[O:103])NCCCNC(C1N=C2C(N=CN2[C@@H]2C[C@H](N3C=C(CO)C=N3)[C@@H](O)[C@H]2O)=C(NCC(C2C=CC=CC=2)C2C=CC=CC=2)N=1)=O)[CH3:55]>>[F:47][C:48]([F:53])([F:52])[C:49]([OH:51])=[O:50].[CH2:54]([NH:56][C:57](=[O:103])[NH:1][C:2]([CH3:46])([CH3:45])[CH2:3][NH:4][C:5]([C:7]1[N:15]=[C:14]2[C:10]([N:11]=[CH:12][N:13]2[C@@H:16]2[CH2:20][C@H:19]([N:21]3[CH:25]=[C:24]([CH2:26][OH:27])[CH:23]=[N:22]3)[C@@H:18]([OH:28])[C@H:17]2[OH:29])=[C:9]([NH:30][CH2:31][CH:32]([C:39]2[CH:40]=[CH:41][CH:42]=[CH:43][CH:44]=2)[C:33]2[CH:34]=[CH:35][CH:36]=[CH:37][CH:38]=2)[N:8]=1)=[O:6])[CH3:55] |f:1.2,3.4|. Procedure: This compound is prepared from 9-[(1R,2S,3R,4S)-2,3-dihydroxy-4-(4-hydroxymethyl-pyrazol-1-yl)-cyclopentyl]-6-(2,2-diphenyl-ethylamino)-9H-purine-2-carboxylic acid (2-amino-2-methyl-propyl)-amide (Example 84, first step a) using a procedure analogous to that of 9-[(1R,2S,3R,4S)-2,3-dihydroxy-4-(4-hydroxymethyl-pyrazol-1-yl)-cyclopentyl]-6-(2,2-diphenyl-ethylamino)-9H-purine-2-carboxylic acid [3-(3-ethyl-ureido)-propyl]-amide trifluoroacetate (Example 87). Reactants: C(O[C@@H]([C@H](C)N(CC1=C(C=CC(=C1)C(F)(F)F)C1=C(C=C(C(=C1)C(C)C)F)OC)C(=O)OC(C)(C)C)C1=CC(=CC(=C1)C(F)(F)F)C(F)(F)F)(OC(COP(=O)(O)O)COP(=O)(O)O)=O ((1R,2S)-1-[3,5-bis(trifluoromethyl)phenyl]-2-((tert-butoxycarbonyl){[4′-fluoro-5′- isopropyl-2′-methoxy-4-(trifluoromethyl)biphenyl-2-yl]methyl}amino)propyl 2-(phosphonooxy)-1-[(phosphonooxy)methyl]ethyl carbonate), Cl (HCl). Yields the product [Cl-].FC(C=1C=C(C=C(C1)C(F)(F)F)[C@@H](OC(OC(COP(O)(O)=O)COP(=O)(O)O)=O)[C@H](C)[NH2+]CC1=C(C=CC(=C1)C(F)(F)F)C1=C(C=C(C(=C1)C(C)C)F)OC)(F)F ((8R,9S)-8-[3,5-bis(trifluoromethyl)phenyl]-N-{[4′-fluoro-5′-isopropyl-2′-methoxy-4-(trifluoromethyl)biphenyl-2-yl]methyl}-1,1-dihydroxy-6-oxo-4-[(phosphonooxy)methyl]-2,5,7-trioxa-1λ5-phosphadecan-9-aminium1-oxide chloride). As a reaction SMILES: [C:1](=[O:65])([O:51][CH:52]([CH2:59][O:60][P:61]([OH:64])([OH:63])=[O:62])[CH2:53][O:54][P:55]([OH:58])([OH:57])=[O:56])[O:2][C@H:3]([C:37]1[CH:42]=[C:41]([C:43]([F:46])([F:45])[F:44])[CH:40]=[C:39]([C:47]([F:50])([F:49])[F:48])[CH:38]=1)[C@@H:4]([N:6](C(OC(C)(C)C)=O)[CH2:7][C:8]1[CH:13]=[C:12]([C:14]([F:17])([F:16])[F:15])[CH:11]=[CH:10][C:9]=1[C:18]1[CH:23]=[C:22]([CH:24]([CH3:26])[CH3:25])[C:21]([F:27])=[CH:20][C:19]=1[O:28][CH3:29])[CH3:5].[ClH:66]>>[Cl-:66].[F:50][C:47]([F:48])([F:49])[C:39]1[CH:38]=[C:37]([C@H:3]([C@@H:4]([NH2+:6][CH2:7][C:8]2[CH:13]=[C:12]([C:14]([F:17])([F:15])[F:16])[CH:11]=[CH:10][C:9]=2[C:18]2[CH:23]=[C:22]([CH:24]([CH3:25])[CH3:26])[C:21]([F:27])=[CH:20][C:19]=2[O:28][CH3:29])[CH3:5])[O:2][C:1](=[O:65])[O:51][CH:52]([CH2:59][O:60][P:61]([OH:63])([OH:64])=[O:62])[CH2:53][O:54][P:55](=[O:56])([OH:58])[OH:57])[CH:42]=[C:41]([C:43]([F:46])([F:45])[F:44])[CH:40]=1 |f:2.3|. Procedure: A solution of (1R,2S)-1-[3,5-bis(trifluoromethyl)phenyl]-2-((tert-butoxycarbonyl){[4′-fluoro-5′- isopropyl-2′-methoxy-4-(trifluoromethyl)biphenyl-2-yl]methyl}amino)propyl 2-(phosphonooxy)-1-[(phosphonooxy)methyl]ethyl carbonate (46.7 mg, 0.047 mmol) in HCl saturated EtOAc (3 mL) was stirred at 25° C. for 1 h. The reaction mixture was concentrated in vacuo to afford (8R,9S)-8-[3,5-bis(trifluoromethyl)phenyl]-N-{[4′-fluoro-5′-isopropyl-2′-methoxy-4-(trifluoromethyl)biphenyl-2-yl]methyl}-1,1-dihydr... Reactants: CCO, C[O-], CCOCC, [Na+], C1CCOC1, O, COC(=O)C1OC1c1ccc(COc2ccccn2)cc1. The product is [Na+], O=C([O-])C1OC1c1ccc(COc2ccccn2)cc1. RXN SMILES: [CH3:22][CH2:23][OH:24].[CH3:25][O-:26].[CH3:29][CH2:30][O:31][CH2:32][CH3:33].[Na+:27].[O:34]1[CH2:35][CH2:36][CH2:37][CH2:38]1.[OH2:28].[n:1]1[c:2]([O:7][CH2:8][c:9]2[cH:10][cH:11][c:12]([CH:15]3[CH:16]([C:18](=[O:19])[O:20][CH3:21])[O:17]3)[cH:13][cH:14]2)[cH:3][cH:4][cH:5][cH:6]1>>[Na+:27].[n:1]1[c:2]([O:7][CH2:8][c:9]2[cH:10][cH:11][c:12]([CH:15]3[CH:16]([C:18](=[O:19])[O-:20])[O:17]3)[cH:13][cH:14]2)[cH:3][cH:4][cH:5][cH:6]1. The reactants are c1cc2c(cc1OC1CCNCC1)CCN(C1CCC1)CC2, CC(C)N=C=O, ClCCl. Product: CC(C)NC(=O)N1CCC(Oc2ccc3c(c2)CCN(C2CCC2)CC3)CC1. RXN SMILES: [CH:1]1([N:5]2[CH2:6][CH2:7][c:8]3[c:9]([cH:12][c:13]([O:16][CH:17]4[CH2:18][CH2:19][NH:20][CH2:21][CH2:22]4)[cH:14][cH:15]3)[CH2:10][CH2:11]2)[CH2:2][CH2:3][CH2:4]1.[CH:23]([CH3:24])([CH3:25])[N:26]=[C:27]=[O:28].[Cl:29][CH2:30][Cl:31]>>[CH:1]1([N:5]2[CH2:6][CH2:7][c:8]3[c:9]([cH:12][c:13]([O:16][CH:17]4[CH2:18][CH2:19][N:20]([C:27]([NH:26][CH:23]([CH3:24])[CH3:25])=[O:28])[CH2:21][CH2:22]4)[cH:14][cH:15]3)[CH2:10][CH2:11]2)[CH2:2][CH2:3][CH2:4]1. Reactants: CS(C)=O, N#Cc1cc(C(F)(F)F)ccc1F, Nc1ccc(F)cc1[N+](=O)[O-], [Li+], [OH-], O, O. The product is N#Cc1cc(C(F)(F)F)ccc1Nc1ccc(F)cc1[N+](=O)[O-]. RXN SMILES: [CH3:29][S:30]([CH3:31])=[O:32].[F:12][c:13]1[c:14]([C:15]#[N:16])[cH:17][c:18]([C:21]([F:22])([F:23])[F:24])[cH:19][cH:20]1.[F:1][c:2]1[cH:3][c:4]([N+:9](=[O:10])[O-:11])[c:5]([NH2:8])[cH:6][cH:7]1.[Li+:27].[OH-:26].[OH2:25].[OH2:28]>>[F:1][c:2]1[cH:3][c:4]([N+:9](=[O:10])[O-:11])[c:5]([NH:8][c:13]2[c:14]([C:15]#[N:16])[cH:17][c:18]([C:21]([F:22])([F:23])[F:24])[cH:19][cH:20]2)[cH:6][cH:7]1. As a reaction SMILES: [CH:1]([N:4]1[CH:8]=[C:7]([C:9]([OH:11])=O)[N:6]=[C:5]1[CH3:12])([CH3:3])[CH3:2].[NH2:13][C@@H:14]([CH3:31])[CH2:15][N:16]1[CH:20]=[CH:19][C:18]([C:21]2[CH:28]=[C:27]([F:29])[C:24]([C:25]#[N:26])=[C:23]([Cl:30])[CH:22]=2)=[N:17]1.C1C=CC2N(O)N=NC=2C=1.CN(C=O)C>O>[Cl:30][C:23]1[CH:22]=[C:21]([C:18]2[CH:19]=[CH:20][N:16]([CH2:15][C@@H:14]([NH:13][C:9]([C:7]3[N:6]=[C:5]([CH3:12])[N:4]([CH:1]([CH3:2])[CH3:3])[CH:8]=3)=[O:11])[CH3:31])[N:17]=2)[CH:28]=[C:27]([F:29])[C:24]=1[C:25]#[N:26]. The reactants are C(C)(C)N1C(=NC(=C1)C(=O)O)C (1-isopropyl-2-methyl-1H-imidazole-4-carboxylic acid), CN(C)C=O (DMF), N[C@H](CN1N=C(C=C1)C1=CC(=C(C#N)C(=C1)F)Cl)C ((S)-4-(1-(2-aminopropyl)-1H-pyrazol-3-yl)-2-chloro-6-fluorobenzonitrile), C=1C=CC2=C(C1)N=NN2O (HOBt). Product: ClC=1C=C(C=C(C1C#N)F)C1=NN(C=C1)C[C@H](C)NC(=O)C=1N=C(N(C1)C(C)C)C ((S)—N-(1-(3-(3-Chloro-4-cyano-5-fluorophenyl)-1H-pyrazol-1-yl)propan-2-yl)-1-isopropyl-2-methyl-1H-imidazole-4-carboxamide). Run in O (water). Procedure: The title compound was prepared using the procedure described in Example 3(h) using 1-isopropyl-2-methyl-1H-imidazole-4-carboxylic acid (0.303 mmol, 51 mg), (S)-4-(1-(2-aminopropyl)-1H-pyrazol-3-yl)-2-chloro-6-fluorobenzonitrile (0.253 mmol, 70.4 mg) and only a catalytic amount of HOBt (0.025 mmol, 3.41 mg). DMF (2 ml) was used as the solvent in the reaction. The work up was done by adding water to the reaction mixture and extracting it three times with DCM. The combined organics were washed twi... Yield: 79.3%. Starting materials: O (water), NC1=NC=C(C(=N1)N)O (2,4-diamino-5-hydroxypyrimidine), BrCC(CC)CC (1-bromo-2-ethylbutane), C([O-])([O-])=O.[K+].[K+] (potassium carbonate). Solvent: C(Cl)Cl (methylene chloride), CN(C=O)C (N,N-dimethylformamide). Run at time 16 hour. Yields the product NC1=NC=C(C(=N1)N)OCC(CC)CC (2,4-diamino-5-(2-ethylbutoxy)pyrimidine). As a reaction SMILES: [NH2:1][C:2]1[N:7]=[C:6]([NH2:8])[C:5]([OH:9])=[CH:4][N:3]=1.Br[CH2:11][CH:12]([CH2:15][CH3:16])[CH2:13][CH3:14].C(=O)([O-])[O-].[K+].[K+].O>CN(C)C=O.C(Cl)Cl>[NH2:1][C:2]1[N:7]=[C:6]([NH2:8])[C:5]([O:9][CH2:11][CH:12]([CH2:15][CH3:16])[CH2:13][CH3:14])=[CH:4][N:3]=1 |f:2.3.4|. Procedure: A stirred solution of 0.50 gram (0.003 mole) of 2,4-diamino-5-hydroxypyrimidine hydrosulfate salt, 0.47 gram (0.007 mole) of 1-bromo-2-ethylbutane and 0.95 gram (0.007 mole) of anhydrous potassium carbonate in 5 mL of N,N-dimethylformamide was heated at 84°-86° C. for about two hours. After this time the reaction mixture was allowed to cool to ambient temperature as it stirred during about a 16 hour period. The reaction mixture was then stirred with 50 mL of water and 50 mL of methylene chloride...